From a dataset of the Open Reaction Database (ORD), a public repository of structured organic reaction records. describe an organic reaction: reactants, conditions, products, and yield Starting materials: CCCCCCCCS, CCCCCC(Cl)CCn1ccnc1, [H-], [Na+], C1CCOC1. Yields the product CCCCCCCCSC(CCCCC)CCn1ccnc1. Reaction SMILES: [CH2:15]([CH2:16][CH2:17][CH2:18][CH2:19][CH2:20][CH2:21][CH3:22])[SH:23].[Cl:1][CH:2]([CH2:3][CH2:4][n:5]1[cH:6][n:7][cH:8][cH:9]1)[CH2:10][CH2:11][CH2:12][CH2:13][CH3:14].[H-:24].[Na+:25].[O:26]1[CH2:27][CH2:28][CH2:29][CH2:30]1>>[CH:2]([CH2:3][CH2:4][n:5]1[cH:6][n:7][cH:8][cH:9]1)([CH2:10][CH2:11][CH2:12][CH2:13][CH3:14])[S:23][CH2:15][CH2:16][CH2:17][CH2:18][CH2:19][CH2:20][CH2:21][CH3:22].